This data is from the Open Reaction Database (ORD), a public repository of structured organic reaction records. The task is: describe an organic reaction: reactants, conditions, products, and yield The reactants are [Cl-], COC(CCl)OC, [NH4+], [Na], CN(C)C=O, O, Oc1ccc(O)cc1. Yields the product COC(COc1ccc(O)cc1)OC. RXN SMILES: [Cl-:17].[Cl:10][CH2:11][CH:12]([O:13][CH3:14])[O:15][CH3:16].[NH4+:18].[Na:1].[O:20]=[CH:21][N:22]([CH3:23])[CH3:24].[OH2:19].[OH:2][c:3]1[cH:4][cH:5][c:6]([OH:7])[cH:8][cH:9]1>>[O:2]([c:3]1[cH:4][cH:5][c:6]([OH:7])[cH:8][cH:9]1)[CH2:11][CH:12]([O:13][CH3:14])[O:15][CH3:16]. Starting materials: CN, O=C(c1ccccc1F)c1cccn1N1C(=O)c2ccccc2C1=O, CN(C)C=O, O. Product: Nn1cccc1C(=O)c1ccccc1F. Reaction SMILES: [CH3:26][NH2:27].[F:1][c:2]1[c:3]([C:4](=[O:5])[c:6]2[n:7]([N:11]3[C:12](=[O:13])[c:14]4[cH:15][cH:16][cH:17][cH:18][c:19]4[C:20]3=[O:21])[cH:8][cH:9][cH:10]2)[cH:22][cH:23][cH:24][cH:25]1.[O:28]=[CH:29][N:30]([CH3:31])[CH3:32].[OH2:33]>>[F:1][c:2]1[c:3]([C:4](=[O:5])[c:6]2[n:7]([NH2:11])[cH:8][cH:9][cH:10]2)[cH:22][cH:23][cH:24][cH:25]1. The reactants are [BH4-], C1CCOC1, CCOc1ccc(-c2nc(CCC(=O)c3ccccc3OC)cs2)cc1OCC, CO, [Cl-], [NH4+], [Na+]. Yields the product CCOc1ccc(-c2nc(CCC(O)c3ccccc3OC)cs2)cc1OCC. As a reaction SMILES: [BH4-:1].[CH2:34]1[O:35][CH2:36][CH2:37][CH2:38]1.[CH2:3]([CH3:4])[O:5][c:6]1[cH:7][c:8](-[c:15]2[s:16][cH:17][c:18]([CH2:20][CH2:21][C:22](=[O:23])[c:24]3[c:25]([O:30][CH3:31])[cH:26][cH:27][cH:28][cH:29]3)[n:19]2)[cH:9][cH:10][c:11]1[O:12][CH2:13][CH3:14].[CH3:39][OH:40].[Cl-:32].[NH4+:33].[Na+:2]>>[CH2:3]([CH3:4])[O:5][c:6]1[cH:7][c:8](-[c:15]2[s:16][cH:17][c:18]([CH2:20][CH2:21][CH:22]([OH:23])[c:24]3[c:25]([O:30][CH3:31])[cH:26][cH:27][cH:28][cH:29]3)[n:19]2)[cH:9][cH:10][c:11]1[O:12][CH2:13][CH3:14]. Reactants: COC(=O)Cl, O=C(NC1CC(n2cnc3c(NCC(c4ccccc4)c4ccccc4)nc(Cl)nc32)C(O)C1O)C1CCC1. The product is COC(=O)NC1CC(n2cnc3c(NCC(c4ccccc4)c4ccccc4)nc(Cl)nc32)C(O)C1O. As a reaction SMILES: [CH3:40][O:41][C:42]([Cl:43])=[O:44].[Cl:1][c:2]1[n:3][c:4]([NH:25][CH2:26][CH:27]([c:28]2[cH:29][cH:30][cH:31][cH:32][cH:33]2)[c:34]2[cH:35][cH:36][cH:37][cH:38][cH:39]2)[c:5]2[n:6][cH:7][n:8]([CH:11]3[CH:12]([OH:24])[CH:13]([OH:23])[CH:14]([NH:16][C:17](=[O:18])[CH:19]4[CH2:20][CH2:21][CH2:22]4)[CH2:15]3)[c:9]2[n:10]1>>[Cl:1][c:2]1[n:3][c:4]([NH:25][CH2:26][CH:27]([c:28]2[cH:29][cH:30][cH:31][cH:32][cH:33]2)[c:34]2[cH:35][cH:36][cH:37][cH:38][cH:39]2)[c:5]2[n:6][cH:7][n:8]([CH:11]3[CH:12]([OH:24])[CH:13]([OH:23])[CH:14]([NH:16][C:17](=[O:18])[O:41][CH3:40])[CH2:15]3)[c:9]2[n:10]1. Reaction SMILES: [C:42]([O:43][BH-:44]([O:45][C:46](=[O:47])[CH3:48])[O:49][C:50](=[O:51])[CH3:52])(=[O:53])[CH3:54].[C:56](=[O:57])([O-:58])[OH:59].[CH3:1][O:2][c:3]1[n:4][cH:5][c:6]2[c:7]([n:8]1)[n:9]([CH2:14][CH:15]=[O:16])[c:10](=[O:13])[cH:11][cH:12]2.[CH3:68][C:69](=[O:70])[OH:71].[CH:64]([Cl:65])([Cl:66])[Cl:67].[Cl:61][CH2:62][Cl:63].[Na+:55].[Na+:60].[O:17]1[CH2:18][CH2:19][O:20][c:21]2[cH:22][n:23][c:24]([CH2:27][N:28]([C:29]([O:30][C:31]([CH3:32])([CH3:33])[CH3:34])=[O:35])[CH:36]3[CH2:37][CH2:38][NH:39][CH2:40][CH2:41]3)[cH:25][c:26]21>>[CH3:1][O:2][c:3]1[n:4][cH:5][c:6]2[c:7]([n:8]1)[n:9]([CH2:14][CH2:15][N:39]1[CH2:38][CH2:37][CH:36]([N:28]([CH2:27][c:24]3[n:23][cH:22][c:21]4[c:26]([cH:25]3)[O:17][CH2:18][CH2:19][O:20]4)[C:29]([O:30][C:31]([CH3:32])([CH3:33])[CH3:34])=[O:35])[CH2:41][CH2:40]1)[c:10](=[O:13])[cH:11][cH:12]2. Reactants: CC(=O)O[BH-](OC(C)=O)OC(C)=O, O=C([O-])O, COc1ncc2ccc(=O)n(CC=O)c2n1, CC(=O)O, ClC(Cl)Cl, ClCCl, [Na+], [Na+], CC(C)(C)OC(=O)N(Cc1cc2c(cn1)OCCO2)C1CCNCC1. Product: COc1ncc2ccc(=O)n(CCN3CCC(N(Cc4cc5c(cn4)OCCO5)C(=O)OC(C)(C)C)CC3)c2n1. Reactants: [N+](=O)([O-])C=1C=C(C=O)C=CC1 (3-nitrobenzaldehyde), O.NC1=NN=NN1 (5-aminotetrazole monohydrate). The solvent is C(C)O (ethanol), C(C)(=O)O (acetic acid). Conditions: time 40 minute. Yields the product N1N=NN=C1NCC=1C=C(C=CC1)[N+](=O)[O-] (3-[(Tetrazol-5-yl)aminomethyl]nitrobenzene). The yield is 19.1%. RXN SMILES: [N+:1]([C:4]1[CH:5]=[C:6]([CH:9]=[CH:10][CH:11]=1)[CH:7]=O)([O-:3])=[O:2].O.[NH2:13][C:14]1[NH:18][N:17]=[N:16][N:15]=1>C(O)C.C(O)(=O)C>[NH:15]1[C:14]([NH:13][CH2:7][C:6]2[CH:5]=[C:4]([N+:1]([O-:3])=[O:2])[CH:11]=[CH:10][CH:9]=2)=[N:18][N:17]=[N:16]1 |f:1.2|. Procedure details: A mixture of 3-nitrobenzaldehyde (1.51 g) and 5-aminotetrazole monohydrate (1.03 g)in absolute ethanol (30 ml) and glacial acetic acid (0.57 ml) was stirred at room temperature for 40 minutes and then refluxed under nitrogen for 5 hours 30 minutes. Solvents were removed under high vacuum and the remaining solid was suspended in absolute ethanol (50 ml) and treated at room temperature with solid sodium borohydride (1.2 g) over 20 minutes. After a further 15 hours of stirring, the solvent was remo... Reactants: S(=O)(Cl)Cl (Thionyl chloride), FC1=CC=C(C=C1)C=1C(C(=CNC1)C(=O)O)=O (5-(4-fluorophenyl)-4-oxo-1,4-dihydropyridine-3-carboxylic acid), CO (methanol). Reaction conditions: temperature 70 celsius, time 8 hour. Product: FC1=CC=C(C=C1)C=1C(C(=CNC1)C(=O)OC)=O (Methyl 5-(4-fluorophenyl)-4-oxo-1,4-dihydropyridine-3-carboxylate). Reaction SMILES: S(Cl)(Cl)=O.[F:5][C:6]1[CH:11]=[CH:10][C:9]([C:12]2[C:13](=[O:21])[C:14]([C:18]([OH:20])=[O:19])=[CH:15][NH:16][CH:17]=2)=[CH:8][CH:7]=1.[CH3:22]O>>[F:5][C:6]1[CH:7]=[CH:8][C:9]([C:12]2[C:13](=[O:21])[C:14]([C:18]([O:20][CH3:22])=[O:19])=[CH:15][NH:16][CH:17]=2)=[CH:10][CH:11]=1. Procedure details: Thionyl chloride (0.8 ml) was added to a suspension of 5-(4-fluorophenyl)-4-oxo-1,4-dihydropyridine-3-carboxylic acid (400 mg) in methanol (9 ml) at 0° C. The reaction mixture was stirred at 70° C. overnight. The reaction mixture was returned to room temperature and concentrated under reduced pressure. The resulting residue was washed with saturated aqueous sodium bicarbonate and water, and then further washed with diethyl ether to give 304 mg of the title compound as a solid.